Dataset: the Open Reaction Database (ORD), a public repository of structured organic reaction records. Task: describe an organic reaction: reactants, conditions, products, and yield The reactants are C(C)OC(=O)C1CN(CC1)CC1=CC=CC=C1 (1-benzyl-pyrrolidine-3-carboxylic acid ethyl ester). Reagents/catalysts: [OH-].[OH-].[Pd+2] (Palladium hydroxide on carbon). Solvent: C(C)O (ethanol). Yields the product C(C)OC(=O)C1CNCC1 (Pyrrolidine-3-carboxylic acid ethyl ester). Isolated yield 99.4%. Reaction SMILES: [CH2:1]([O:3][C:4]([CH:6]1[CH2:10][CH2:9][N:8](CC2C=CC=CC=2)[CH2:7]1)=[O:5])[CH3:2]>C(O)C.[OH-].[OH-].[Pd+2]>[CH2:1]([O:3][C:4]([CH:6]1[CH2:10][CH2:9][NH:8][CH2:7]1)=[O:5])[CH3:2] |f:2.3.4|. Procedure: Palladium hydroxide on carbon (10% by weight, 32 g) was added to a solution of 1-benzyl-pyrrolidine-3-carboxylic acid ethyl ester (320 g, 1.37 mol) in ethanol (3000 mL) and hydrogenated (40 psi, 60° C.) for 16 hours. The reaction mixture was filtered through Arbocel™ then the filtrate was concentrated under reduced pressure to afford the title compound as a brown oil (195 g, 99%).